From a dataset of the Open Reaction Database (ORD), a public repository of structured organic reaction records. describe an organic reaction: reactants, conditions, products, and yield Reactants: [N+](=O)(O)[O-] (HNO3), BrC1=C(C=C(C=C1)O)F (4-bromo-3-fluorophenol), O (water). Run in C(Cl)Cl (DCM). Conditions: time 30 minute. Yields the product BrC1=CC(=C(C=C1F)O)[N+](=O)[O-] (4-bromo-5-fluoro-2-nitrophenol). The yield is 48.6%. As a reaction SMILES: [Br:1][C:2]1[CH:7]=[CH:6][C:5]([OH:8])=[CH:4][C:3]=1[F:9].[N+:10]([O-])([OH:12])=[O:11].O>C(Cl)Cl>[Br:1][C:2]1[C:3]([F:9])=[CH:4][C:5]([OH:8])=[C:6]([N+:10]([O-:12])=[O:11])[CH:7]=1. Procedure details: To a 0° C. mixture of 4-bromo-3-fluorophenol (70.0 g, 366 mmol) in DCM (500 mL) was added HNO3 (23.0 g, 366 mmol) carefully and the reaction mixture was stirred 30 min. The reaction mixture was poured into water (1 L) and extracted with DCM (3×500 mL). The combined organic portion was washed with brine (300 mL) and dried over anhydrous Na2SO4, filtered and concentrated in vacuo. The residue was crystallized from EtOH to give 4-bromo-5-fluoro-2-nitrophenol (42.0 g, 49%). 1H NMR (DMSO-d6, 400 MHz)... Starting materials: Cl.CC1N(C(CCC1)C)CC(=O)O ((2,6-Dimethyl-piperidine-1-yl)-acetic acid hydrochloride), ON1C(CCC1=O)=O (N-hydroxysuccinimide), C1(CCCCC1)N=C=NC1CCCCC1 (dicyclohexylcarbodiimide). Solvent: CN(C)C=O (DMF). Reaction conditions: time 16 hour. Yields the product O=C1N(C(CC1)=O)OC(CN1C(CCCC1C)C)=O ((2,6-Dimethyl-piperidine-1-yl)-acetic acid-(2,5-dioxo-pyrrolidine-1-yl)-ester). Reaction SMILES: Cl.[CH3:2][CH:3]1[CH2:8][CH2:7][CH2:6][CH:5]([CH3:9])[N:4]1[CH2:10][C:11]([OH:13])=[O:12].O[N:15]1[C:19](=[O:20])[CH2:18][CH2:17][C:16]1=[O:21].C1(N=C=NC2CCCCC2)CCCCC1>CN(C=O)C>[O:21]=[C:16]1[CH2:17][CH2:18][C:19](=[O:20])[N:15]1[O:12][C:11](=[O:13])[CH2:10][N:4]1[CH:3]([CH3:2])[CH2:8][CH2:7][CH2:6][CH:5]1[CH3:9] |f:0.1|. Procedure: 4.15 g (20 mMol) (2,6-dimethyl-piperidin-1-yl)-acetic acid hydrochloride (6), in 50 ml DMF, was added to 2.3 g (20 mMol) N-hydroxysuccinimide and 8.1 g (40 mMol) dicyclohexylcarbodiimide. The reaction mixture was stirred for 16 h at RT. The residue was filtered and the filtrate was evaporated under vacuum to dryness. After dissolving the residue in CH2Cl2, the solution was washed with NaHCO3, dried (sodium sulphate) and the solvent evaporated. The compound was then recrystallised from diisopropy... The reactants are O (water), CON(C(=O)C1=CC(NC=C1)=O)C (N-methoxy-N-methyl-2-oxo-1,2-dihydropyridine-4-carbox-amide), Cl.ClCCCN(C)C (3-chloro-N,N-dimethylpropan-1-amine hydrochloride), C(=O)([O-])[O-].[K+].[K+] (K2CO3). The solvent is CC(=O)C (acetone). Product: CN(CCCN1C(C=C(C=C1)C(=O)N(C)OC)=O)C (1-(3-(dimethylamino)propyl)-N-methoxy-N-methyl-2-oxo-1,2-dihydropyridine-4-carboxamide). The yield is 86.9%. As a reaction SMILES: [CH3:1][O:2][N:3]([CH3:13])[C:4]([C:6]1[CH:11]=[CH:10][NH:9][C:8](=[O:12])[CH:7]=1)=[O:5].Cl.Cl[CH2:16][CH2:17][CH2:18][N:19]([CH3:21])[CH3:20].C([O-])([O-])=O.[K+].[K+].O>CC(C)=O>[CH3:20][N:19]([CH3:21])[CH2:18][CH2:17][CH2:16][N:9]1[CH:10]=[CH:11][C:6]([C:4]([N:3]([O:2][CH3:1])[CH3:13])=[O:5])=[CH:7][C:8]1=[O:12] |f:1.2,3.4.5|. Procedure: A stirred mixture of N-methoxy-N-methyl-2-oxo-1,2-dihydropyridine-4-carbox-amide (200 mg, 1.0 eq), 3-chloro-N,N-dimethylpropan-1-amine hydrochloride (350 mg, 2.0 eq) and K2CO3 (455 mg, 3.0 eq) in 20 mL acetone was heated under reflux overnight. After cooling to rt, water was added, and the mixture was extracted with CH2Cl2. The extract was dried, concentrated, and purified by column chromatography to give the desired product (255 mg, 87% yield). 1H NMR (400 MHz, CDCl3) δ 7.40 (d, J=7.2 Hz, 1H), ...